Dataset: the Open Reaction Database (ORD), a public repository of structured organic reaction records. Task: describe an organic reaction: reactants, conditions, products, and yield The reactants are C(C)SC1=NC(=CC=C1[N+](=O)[O-])C=1C(=NN(C1)C)C1=C(C=CC=C1)F (2-(ethylthio)-6(3-(2-fluorophenyl)-1methyl-1H-pyrazol-4-yl)-3-nitropyridine), O.O.Cl[Sn]Cl (SnCl2.2H2O). The solvent is CCOC(=O)C (EtOAc). Yields the product C(C)SC1=NC(=CC=C1N)C=1C(=NN(C1)C)C1=C(C=CC=C1)F (2-(ethylthio)-6-(3-(2-fluorophenyl)-1-methyl-1H-pyrazol-4-yl)pyridine-3-amine). The yield is 87.8%. RXN SMILES: [CH2:1]([S:3][C:4]1[C:9]([N+:10]([O-])=O)=[CH:8][CH:7]=[C:6]([C:13]2[C:14]([C:19]3[CH:24]=[CH:23][CH:22]=[CH:21][C:20]=3[F:25])=[N:15][N:16]([CH3:18])[CH:17]=2)[N:5]=1)[CH3:2].O.O.Cl[Sn]Cl>CCOC(C)=O>[CH2:1]([S:3][C:4]1[C:9]([NH2:10])=[CH:8][CH:7]=[C:6]([C:13]2[C:14]([C:19]3[CH:24]=[CH:23][CH:22]=[CH:21][C:20]=3[F:25])=[N:15][N:16]([CH3:18])[CH:17]=2)[N:5]=1)[CH3:2] |f:1.2.3|. Reported procedure: A solution of 2-(ethylthio)-6(3-(2-fluorophenyl)-1methyl-1H-pyrazol-4-yl)-3-nitropyridine (2.87 g, 8.01 mmol, 1.00 eq.) and SnCl2.2H2O (9.05 g, 40.1 mmol, 5.0 eq.) in EtOAc (200 mL) was refluxed for 2 h. After cooling to room temperature, the solution was washed with saturated aqueous NaHCO3, dried over Na2SO4, filtered, and concentrated in vacuo to give 2-(ethylthio)-6-(3-(2-fluorophenyl)-1-methyl-1H-pyrazol-4-yl)pyridine-3-amine as a yellow solid (2.31 g, 88% yield). Starting materials: C(C(C)(C)C1=CC=CC=C1)[Mg]Cl (neophylmagnesium chloride), C[Si](Cl)(Cl)Cl (methyltrichlorosilane), cuprous cyanide, C(C(C)(C)C1=CC=CC=C1)[Mg]Cl (neophylmagnesium chloride), C(C(C)(C)C1=CC=CC=C1)Cl (neophyl chloride), [Mg] (magnesium). Run in C1CCOC1 (THF), C1CCOC1 (THF). The product is C(C(C)(C)C1=CC=CC=C1)C[SiH](Cl)Cl (neophylmethyldichlorosilane). Isolated yield 65.0%. RXN SMILES: [CH2:1]([Mg]Cl)[C:2]([C:5]1[CH:10]=[CH:9][CH:8]=[CH:7][CH:6]=1)([CH3:4])[CH3:3].C(Cl)C(C1C=CC=CC=1)(C)C.[Mg].[CH3:25][Si:26](Cl)([Cl:28])[Cl:27]>C1COCC1>[CH2:1]([CH2:25][SiH:26]([Cl:28])[Cl:27])[C:2]([C:5]1[CH:10]=[CH:9][CH:8]=[CH:7][CH:6]=1)([CH3:4])[CH3:3]. Procedure details: In accord with the procedure of Example 1, neophylmagnesium chloride was prepared from 674 g (4 mol) of neophyl chloride and 105 g (4.4 mol) of magnesium turnings in 1.5 liters of dry THF. The neophylmagnesium chloride was added to 598 g (4 mol) of methyltrichlorosilane and 2 g of cuprous cyanide in 500 ml of THF. 640 g (65% of theory) of neophylmethyldichlorosilane was obtained. Starting materials: ClC=1C=C(C=CC1C)B(O)C1=CC(=C(C=C1)C)Cl (di(3-Chloro-4-methylphenyl)borinic acid), NCCS (2-aminoethanethiol). Run in C(C)O (ethanol). Product: ClC=1C=C(C=CC1C)B(SCCN)C1=CC(=C(C=C1)C)Cl (di(3-chloro-4-methylphenyl)-2-aminoethylthioborane). The yield is 97.5%. Reaction SMILES: [Cl:1][C:2]1[CH:3]=[C:4]([B:9]([C:11]2[CH:16]=[CH:15][C:14]([CH3:17])=[C:13]([Cl:18])[CH:12]=2)O)[CH:5]=[CH:6][C:7]=1[CH3:8].[NH2:19][CH2:20][CH2:21][SH:22]>C(O)C>[Cl:1][C:2]1[CH:3]=[C:4]([B:9]([C:11]2[CH:16]=[CH:15][C:14]([CH3:17])=[C:13]([Cl:18])[CH:12]=2)[S:22][CH2:21][CH2:20][NH2:19])[CH:5]=[CH:6][C:7]=1[CH3:8]. Reported procedure: di(3-Chloro-4-methylphenyl)borinic acid (44 mg) and 2-aminoethanethiol (35 mg) were reacted in ethanol (1 mL) to give the title compound (52 mg). The reactants are resultant solution, C(C)OC=1C=C(OCC(=O)NC2=C(C=C(C=C2)O)[N+](=O)[O-])C=CC1 (2-(3-Ethoxyphenoxy)-N-(4-hydroxy-2-nitrophenyl)acetamide). The reagents and catalysts are [Pd] (Pd/C). The solvent is C1CCOC1 (THF). Conditions: time 2 hour. Product: NC1=C(C=CC(=C1)O)NC(COC1=CC(=CC=C1)OCC)=O (N-(2-Amino-4-hydroxyphenyl)-2-(3-ethoxyphenoxy)acetamide). Yield: 91.8%. As a reaction SMILES: [CH2:1]([O:3][C:4]1[CH:5]=[C:6]([CH:22]=[CH:23][CH:24]=1)[O:7][CH2:8][C:9]([NH:11][C:12]1[CH:17]=[CH:16][C:15]([OH:18])=[CH:14][C:13]=1[N+:19]([O-])=O)=[O:10])[CH3:2]>[Pd].C1COCC1>[NH2:19][C:13]1[CH:14]=[C:15]([OH:18])[CH:16]=[CH:17][C:12]=1[NH:11][C:9](=[O:10])[CH2:8][O:7][C:6]1[CH:22]=[CH:23][CH:24]=[C:4]([O:3][CH2:1][CH3:2])[CH:5]=1. Procedure: A 2 L hydrogenation vessel was charged with phenol 63b (12.1 g, 36.4 mmol) and THF (240 mL). To the resultant solution was added 10% Pd/C (1.2 g), and the mixture was hydrogenated at 49 psi for 2 hr. The catalyst was filtered off on glass fiber paper, and concentrated to a red oil. The crude oil crystallized with CH2Cl2 and was triturated with CH2Cl2:hexanes 1:1 (100 mL). The crystals were filtered, pressed with rubber dam, and rinsed with CH2Cl2:hexanes 1:1 (2×20 mL). The crystals were dried to...